From a dataset of the Open Reaction Database (ORD), a public repository of structured organic reaction records. describe an organic reaction: reactants, conditions, products, and yield Reaction SMILES: [NH2:1][C:2]1[CH:3]=[CH:4][C:5]([OH:16])=[N:6][C:7]=1[NH:8][C:9]1([CH3:15])[CH2:14][CH2:13][CH2:12][CH2:11][CH2:10]1.[CH:17](OC)(OC)OC>>[CH3:15][C:9]1([N:8]2[C:7]3=[N:6][C:5]([OH:16])=[CH:4][CH:3]=[C:2]3[N:1]=[CH:17]2)[CH2:14][CH2:13][CH2:12][CH2:11][CH2:10]1. Reactants: NC=1C=CC(=NC1NC1(CCCCC1)C)O (5-amino-6-(1-methylcyclohexylamino)pyridin-2-ol), C(OC)(OC)OC (trimethyl orthoformate). Procedure: From 5-amino-6-(1-methylcyclohexylamino)pyridin-2-ol and trimethyl orthoformate, prepared in a similar manner as the one described in Example 1.127, Step D, the title compound was obtained. LCMS m/z=232.20 [M+H]+. 1H NMR (400 MHz, methanol-d4) δ ppm 1.54-1.67 (m, 4H), 1.68-1.76 (m, 2H), 1.83 (s, 3H), 2.22-2.30 (m, 2H), 2.59-2.68 (m, 2H), 6.94 (d, J=8.8 Hz, 1H), 8.07 (d, J=8.8 Hz, 1H), 9.17 (s, 1H). The product is CC1(CCCCC1)N1C=NC=2C1=NC(=CC2)O (3-(1-Methylcyclohexyl)-3H-imidazo[4,5-b]pyridin-5-ol). Reactants: [C-]#N, [C-]#N, CN(C)C=O, CCOC(=O)NC1CCc2ccc(OS(=O)(=O)C(F)(F)F)cc2C1Cc1ccc(Cl)c(Cl)c1, [Zn+2]. Yields the product CCOC(=O)NC1CCc2ccc(C#N)cc2C1Cc1ccc(Cl)c(Cl)c1. Reaction SMILES: [C-:39]#[N:40].[C-:42]#[N:43].[CH3:34][N:35]([CH3:36])[CH:37]=[O:38].[F:1][C:2]([F:3])([F:4])[S:5]([O:6][c:7]1[cH:8][c:9]2[c:14]([cH:15][cH:16]1)[CH2:13][CH2:12][CH:11]([NH:17][C:18](=[O:19])[O:20][CH2:21][CH3:22])[CH:10]2[CH2:23][c:24]1[cH:25][c:26]([Cl:31])[c:27]([Cl:30])[cH:28][cH:29]1)(=[O:32])=[O:33].[Zn+2:41]>>[c:7]1([C:34]#[N:35])[cH:8][c:9]2[c:14]([cH:15][cH:16]1)[CH2:13][CH2:12][CH:11]([NH:17][C:18](=[O:19])[O:20][CH2:21][CH3:22])[CH:10]2[CH2:23][c:24]1[cH:25][c:26]([Cl:31])[c:27]([Cl:30])[cH:28][cH:29]1. Starting materials: C1(CCCCCCCCCCCCCC1)CO (Cyclopentadecylmethanol), C=1C=C[NH+]=CC1.[O-][Cr](=O)(=O)Cl (PCC). Solvent: hexanes, CCOCC (Et2O), C(Cl)Cl (CH2Cl2). Yields the product C1(CCCCCCCCCCCCCC1)C=O (Cyclopentadecanecarbaldehyde). As a reaction SMILES: [CH:1]1([CH2:16][OH:17])[CH2:15][CH2:14][CH2:13][CH2:12][CH2:11][CH2:10][CH2:9][CH2:8][CH2:7][CH2:6][CH2:5][CH2:4][CH2:3][CH2:2]1.C1C=C[NH+]=CC=1.[O-][Cr](Cl)(=O)=O>C(Cl)Cl.CCOCC>[CH:1]1([CH:16]=[O:17])[CH2:15][CH2:14][CH2:13][CH2:12][CH2:11][CH2:10][CH2:9][CH2:8][CH2:7][CH2:6][CH2:5][CH2:4][CH2:3][CH2:2]1 |f:1.2|. Reported procedure: To a solution of alcohol 52 (300 mg, 1.25 mmol) in CH2Cl2 (20 mL) was added PCC (404 mg, 1.87 mmol) at room temperature. The reaction was monitored by TLC (50% hexanes/50% CH2Cl2) until complete (60 min) Upon reaching completion, the mixture was then diluted with Et2O, filtered through Celite and concentrated in vacuo to give aldehyde 53 as a yellow oil that was used without further purification (250 mg crude). 1H NMR (CDCl3) δ 9.61 (s, 1H), 2.43 (m, 2H), 2.29 (m, 1H), 1.62 (m, 4H), 1.49 (m, 4H)... Reactants: C(C)OC(C(CC1=CC(=C(C=C1)O)F)OCC)=O ([rac]-2-ethoxy-3-(3-fluoro-4-hydroxy-phenyl)-propionic acid ethyl ester), C1(=CC=CC=C1)P(C1=CC=CC=C1)C1=CC=CC=C1 (triphenylphosphine), CC1=C(N=C(S1)C1=CC=C(C=C1)OC(F)(F)F)CCO (2-[5-methyl-2-(4-trifluoromethoxy-phenyl)-thiazol-4-yl]-ethanol), COC(CC(C(C)Br)=O)=O ([rac]-4-bromo-3-oxo-pentanoic acid methyl ester), FC(OC1=CC=C(C(=S)N)C=C1)(F)F (4-trifluoromethoxy-thiobenzamide), N(=NC(=O)OCC)C(=O)OCC (DEAD). Run in O1CCCC1 (tetrahydrofuran). The product is C(C)OC(C(CC1=CC(=C(C=C1)OCCC=1N=C(SC1C)C1=CC=C(C=C1)OC(F)(F)F)F)OCC)=O ([rac]-2-ethoxy-3-(3-fluoro-4-{2-[5-methyl-2-(4-trifluoromethoxy-phenyl)-thiazol-4-yl]-ethoxy}-phenyl)-propionic acid ethyl ester). RXN SMILES: [CH2:1]([O:3][C:4](=[O:18])[CH:5]([O:15][CH2:16][CH3:17])[CH2:6][C:7]1[CH:12]=[CH:11][C:10]([OH:13])=[C:9]([F:14])[CH:8]=1)[CH3:2].[CH3:19][C:20]1[S:24][C:23]([C:25]2[CH:30]=[CH:29][C:28]([O:31][C:32]([F:35])([F:34])[F:33])=[CH:27][CH:26]=2)=[N:22][C:21]=1[CH2:36][CH2:37]O.COC(=O)CC(=O)C(Br)C.FC(F)(F)OC1C=CC(C(N)=S)=CC=1.C1(P(C2C=CC=CC=2)C2C=CC=CC=2)C=CC=CC=1.N(C(OCC)=O)=NC(OCC)=O>O1CCCC1>[CH2:1]([O:3][C:4](=[O:18])[CH:5]([O:15][CH2:16][CH3:17])[CH2:6][C:7]1[CH:12]=[CH:11][C:10]([O:13][CH2:37][CH2:36][C:21]2[N:22]=[C:23]([C:25]3[CH:30]=[CH:29][C:28]([O:31][C:32]([F:35])([F:33])[F:34])=[CH:27][CH:26]=3)[S:24][C:20]=2[CH3:19])=[C:9]([F:14])[CH:8]=1)[CH3:2]. Reported procedure: In analogy to the procedure described in example 1 d], [rac]-2-ethoxy-3-(3-fluoro-4-hydroxy-phenyl)-propionic acid ethyl ester (example 7 a]) was reacted with 2-[5-methyl-2-(4-trifluoromethoxy-phenyl)-thiazol-4-yl]-ethanol (prepared from [rac]-4-bromo-3-oxo-pentanoic acid methyl ester [PCT Int. Appl. (2001), WO 01/79202] and 4-trifluoromethoxy-thiobenzamide in analogy to the procedures described in examples 12 a] and 12 b]) in tetrahydrofuran in the presence of triphenylphosphine and DEAD (dieth... The reactants are BrC1=CC(=CC2=CC=CC=C12)C#N (4-bromonaphthalene-2-carbonitrile), C(C)(=S)N (thioacetamide), O (water). Solvent: CN(C=O)C (N,N-dimethylformamide), O1CCOCC1.Cl (HCl 1,4-dioxane). Run at temperature 70 celsius, time 8 hour. The product is BrC1=CC(=CC2=CC=CC=C12)C(N)=S (4-bromonaphthalene-2-carbothioamide). Yield: 73.4%. As a reaction SMILES: [Br:1][C:2]1[C:11]2[C:6](=[CH:7][CH:8]=[CH:9][CH:10]=2)[CH:5]=[C:4]([C:12]#[N:13])[CH:3]=1.C(N)(=[S:16])C.O>CN(C)C=O.O1CCOCC1.Cl>[Br:1][C:2]1[C:11]2[C:6](=[CH:7][CH:8]=[CH:9][CH:10]=2)[CH:5]=[C:4]([C:12](=[S:16])[NH2:13])[CH:3]=1 |f:4.5|. Reported procedure: To a solution of 4-bromonaphthalene-2-carbonitrile (0.57 g) in N,N-dimethylformamide (4 mL) and 4 mol/L HCl 1,4-dioxane solution (4 mL) was added thioacetamide (1.1 g) at room temperature, and the reaction mixture was stirred at 70° C. overnight. The reaction mixture was poured into water, and the resulting mixture was extracted with ethyl acetate. The organic layer was washed with water and brine, dried over magnesium sulfate, and concentrated. The residue was purified by column chromatography ...